This data is from the Open Reaction Database (ORD), a public repository of structured organic reaction records. The task is: describe an organic reaction: reactants, conditions, products, and yield Reactants: C(CCCO)O (1,4-butanediol), CC(CO)CCO (2-methyl-1,4-butanediol), C=O (formaldehyde), [OH-].[Na+] (NaOH), O1CCC=C1 (2,3-dihydrofuran), OS(=O)(=O)O (H2SO4), [OH-].[Na+] (NaOH), [H][H] (hydrogen). The reagents and catalysts are [Ni] (Raney nickel). Run in O (water). Yields the product OCCCC=O.OC1OCCC1 (4-hydroxybutyraldehyde 2-hydroxytetrahydrofuran). As a reaction SMILES: O1C=CCC1.OS(O)(=O)=O.[OH-].[Na+].C=O.[H][H].[CH2:17]([OH:22])[CH2:18][CH2:19][CH2:20][OH:21].C[CH:24]([CH2:27][CH2:28][OH:29])[CH2:25][OH:26]>[Ni].O>[OH:22][CH2:17][CH2:18][CH2:19][CH:20]=[O:21].[OH:29][CH:28]1[CH2:27][CH2:24][CH2:25][O:26]1 |f:2.3,10.11|. Procedure: The 4-hydroxybutyraldehyde/2-hydroxytetrahydrofuran was prepared by adding 5 parts of 2,3-dihydrofuran to 10 parts of 2% H2SO4 over about 20 minutes, keeping the temperature at 35° with cooling. The mixture was then neutralized with 30% NaOH. That mixture was mixed with 25 parts of water, 4.3 parts of 37% aqueous formaldehyde, 0.53 parts of 30% NaOH, and 2 parts of Raney nickel. Hydrogenation was then carried out at 27,576 kPa (gauge) hydrogen at 150° for 2 hours in a shaker tube. The organic po...